This data is from the Open Reaction Database (ORD), a public repository of structured organic reaction records. The task is: describe an organic reaction: reactants, conditions, products, and yield The reactants are C([O-])(O)=O.[Na+] (sodium bicarbonate), C12C=CCCC2C(C1)=O (bicyclo[4.2.0]oct-2-en-7-one), C(CO)O (ethylene glycol), C1(=CC=C(C=C1)S(=O)(=O)O)C (p-toluenesulfonic acid). Run in C1=CC=CC=C1 (benzene). Product: O1C2(OCC1)C1CCC=CC1C2 (spiro[bicyclo[4.2.0]oct-2-ene-7,2'-[1.3]dioxolan]). Reaction SMILES: [CH:1]12[CH2:8][C:7](=[O:9])[CH:6]1[CH2:5][CH2:4][CH:3]=[CH:2]2.[CH2:10](O)[CH2:11][OH:12].C1(C)C=CC(S(O)(=O)=O)=CC=1.C(=O)(O)[O-].[Na+]>C1C=CC=CC=1>[O:9]1[CH2:10][CH2:11][O:12][C:7]21[CH2:8][CH:1]1[CH:6]2[CH2:5][CH2:4][CH:3]=[CH:2]1 |f:3.4|. Procedure details: A mixture of 6.4 g bicyclo[4.2.0]oct-2-en-7-one (III), (Tetrahedron, 27, 615 (1971)), 18.62 g ethylene glycol, 100 ml benzene, and 25 mg p-toluenesulfonic acid is heated at reflux for 4 hr using a Dean-Stark trap to effect continuous removal of water. The cooled reaction mixture is poured onto 100 ml saturated sodium bicarbonate solution and the resulting mixture is extracted with three 75 ml portions of diethyl ether. The combined organic extract is washed with 100 ml saturated sodium chloride ... Reactants: ClC1=CC(=C(C=C1)[N+](=O)[O-])[N+](=O)[O-] (4-chloro-1,2-dinitrobenzene), C1(CCCC1)N (cyclopentylamine). Run in CCO (EtOH). Run at time 8 hour. Product: ClC1=CC(=C(C=C1)[N+](=O)[O-])NC1CCCC1 (4-Chloro-2-cyclopentylamino-1-nitrobenzene). Isolated yield 58.9%. As a reaction SMILES: [Cl:1][C:2]1[CH:7]=[CH:6][C:5]([N+:8]([O-:10])=[O:9])=[C:4]([N+:11]([O-])=O)[CH:3]=1.[CH:14]1(N)[CH2:18][CH2:17][CH2:16][CH2:15]1>CCO>[Cl:1][C:2]1[CH:7]=[CH:6][C:5]([N+:8]([O-:10])=[O:9])=[C:4]([NH:11][CH:14]2[CH2:18][CH2:17][CH2:16][CH2:15]2)[CH:3]=1. Procedure: A mixture of 20 g of 4-chloro-1,2-dinitrobenzene and 20 g of cyclopentylamine in 50 ml of 95° EtOH is stirred overnight at RT. The precipitate formed is filtered off and washed with 95° EtOH to give 14 g of the expected product. M.p.=75° C. Starting materials: [N+](=O)([O-])C1=CC=C(C=C1)NN1C=NN=C1 (4-[(4-nitrophenyl)amino]-4H-1,2,4-triazole), ClCC1=CC=2C(=NN(N2)C)C=C1 (5-chloromethyl-2-methyl-2H-benzotriazole). Product: CN1N=C2C(=N1)C=CC(=C2)CN(N2C=NN=C2)C2=CC=C(C=C2)[N+](=O)[O-] (2-Methyl-5-[[N-(4-nitrophenyl)-N-(4H-1,2,4-triazol-4-yl)amino]methyl]-2H-benzotriazole). Reaction SMILES: [N+:1]([C:4]1[CH:9]=[CH:8][C:7]([NH:10][N:11]2[CH:15]=[N:14][N:13]=[CH:12]2)=[CH:6][CH:5]=1)([O-:3])=[O:2].Cl[CH2:17][C:18]1[CH:27]=[CH:26][C:21]2=[N:22][N:23]([CH3:25])[N:24]=[C:20]2[CH:19]=1>>[CH3:25][N:23]1[N:22]=[C:21]2[CH:26]=[CH:27][C:18]([CH2:17][N:10]([C:7]3[CH:6]=[CH:5][C:4]([N+:1]([O-:3])=[O:2])=[CH:9][CH:8]=3)[N:11]3[CH:15]=[N:14][N:13]=[CH:12]3)=[CH:19][C:20]2=[N:24]1. Reported procedure: Starting Compounds: 4-[(4-nitrophenyl)amino]-4H-1,2,4-triazole and 5-chloromethyl-2-methyl-2H-benzotriazole Yields the product CC=1N=COC1C(O)C1=CC=CC=C1 (1-(4-Methyl-5-oxazolyl)-1-phenylmethanol). Solvent: O1CCCC1 (tetrahydrofuran), O1CCCC1 (tetrahydrofuran). Conditions: time 1 hour. Procedure: 4-Methyl -5-oxazolecarbaldehyde (600 m g) in dry tetrahydrofuran (10 ml) was added dropwise to a stirred solution of phenyllithium (2.0M solution in cyclohexane and diethyl ether, 2.8 ml) in tetrahydrofuran (20 ml) at -70° C. under an atmosphere of dry nitrogen. After 1 hour the mixture was allowed to warm to room temperature. After a further 1 hour saturated aqueous sodium hydrogen carbonate was added and the mixture was extracted with ethyl acetate. The product was purified by flash chromatogr... Reactants: C(O)([O-])=O.[Na+] (sodium hydrogen carbonate), CC=1N=COC1C=O (4-Methyl -5-oxazolecarbaldehyde), C1(=CC=CC=C1)[Li] (phenyllithium). As a reaction SMILES: [CH3:1][C:2]1[N:3]=[CH:4][O:5][C:6]=1[CH:7]=[O:8].[C:9]1([Li])[CH:14]=[CH:13][CH:12]=[CH:11][CH:10]=1.C(=O)([O-])O.[Na+]>O1CCCC1>[CH3:1][C:2]1[N:3]=[CH:4][O:5][C:6]=1[CH:7]([C:9]1[CH:14]=[CH:13][CH:12]=[CH:11][CH:10]=1)[OH:8] |f:2.3|. Starting materials: CCOC(=O)c1cc2cc(N)ccc2s1, ClCCl, Cl, [I-], O=N[O-], [Na+], [Na+], O. Yields the product CCOC(=O)c1cc2cc(I)ccc2s1. Reaction SMILES: [CH2:1]([CH3:2])[O:3][C:4](=[O:5])[c:6]1[cH:7][c:8]2[c:9]([s:10]1)[cH:11][cH:12][c:13]([NH2:15])[cH:14]2.[Cl:23][CH2:24][Cl:25].[ClH:16].[I-:21].[N:17]([O-:18])=[O:19].[Na+:20].[Na+:22].[OH2:26]>>[CH2:1]([CH3:2])[O:3][C:4](=[O:5])[c:6]1[cH:7][c:8]2[c:9]([s:10]1)[cH:11][cH:12][c:13]([I:21])[cH:14]2. The reactants are ClC=1C=C(C=C(C1)Cl)S(=O)(=O)N1CCC2=C(C=C(C=C12)C(=O)NC1=CC(=C(C(=O)O)C=C1)F)OC (4-{[1-(3,5-Dichloro-benzenesulfonyl)-4-methoxy-2,3-dihydro-1H-indole-6-carbonyl]-amino}-2-fluoro-benzoic acid), ClC=1C=C(C=C(C1)Cl)S(=O)(=O)Cl (3,5-dichloro-benzenesulfonyl chloride). Yields the product C(C)OC(C1=C(C=C(C=C1)NC(=O)C1=CC(=C2CCN(C2=C1)S(=O)(=O)C1=CC(=CC(=C1)Cl)Cl)OC)F)=O (4-{[1-(3,5-dichloro-benzenesulfonyl)-4-methoxy-2,3-dihydro-1H-indole-6-carbonyl]-amino}-2-fluoro-benzoic acid ethyl ester). Reaction SMILES: [Cl:1][C:2]1[CH:3]=[C:4]([S:9]([N:12]2[C:20]3[C:15](=[C:16]([O:34][CH3:35])[CH:17]=[C:18]([C:21]([NH:23][C:24]4[CH:32]=[CH:31][C:27]([C:28]([OH:30])=[O:29])=[C:26]([F:33])[CH:25]=4)=[O:22])[CH:19]=3)[CH2:14][CH2:13]2)(=[O:11])=[O:10])[CH:5]=[C:6]([Cl:8])[CH:7]=1.Cl[C:37]1C=C(S(Cl)(=O)=O)C=C(Cl)[CH:42]=1>>[CH2:37]([O:29][C:28](=[O:30])[C:27]1[CH:31]=[CH:32][C:24]([NH:23][C:21]([C:18]2[CH:19]=[C:20]3[C:15]([CH2:14][CH2:13][N:12]3[S:9]([C:4]3[CH:5]=[C:6]([Cl:8])[CH:7]=[C:2]([Cl:1])[CH:3]=3)(=[O:10])=[O:11])=[C:16]([O:34][CH3:35])[CH:17]=2)=[O:22])=[CH:25][C:26]=1[F:33])[CH3:42]. Procedure: 4-{[1-(3,5-Dichloro-benzenesulfonyl)-4-methoxy-2,3-dihydro-1H-indole-6-carbonyl]-amino}-2-fluoro-benzoic acid, m/z (ES+): 539.26 (M+H+.), was prepared in analogy to example 14, steps 1 to 6. Step 5 was performed using 3,5-dichloro-benzenesulfonyl chloride and yielded 4-{[1-(3,5-dichloro-benzenesulfonyl)-4-methoxy-2,3-dihydro-1H-indole-6-carbonyl]-amino}-2-fluoro-benzoic acid ethyl ester, which was hydrolyzed in step 6. The reactants are C1(CCCCC1)P(C1=C(C=CC=C1)C1=CC=CC=C1)C1CCCCC1 (2-(dicyclohexylphosphino)biphenyl), COC=1C=C(C=CC1N1C=NC(=C1)C)N (3-methoxy-4-(4-methyl-imidazol-1-yl)-phenylamine), ClC1=NC(=CC(=N1)OC1=CC=C(C=C1)F)C (2-chloro-4-(4-fluoro-phenoxy)-6-methyl-pyrimidine), Sodium tert-butylate, ClCCl (Dichloromethane). Reagents/catalysts: C(C)(=O)[O-].[Pd+2].C(C)(=O)[O-] (Palladium acetate). Run in O1CCOCC1 (dioxane). Conditions: temperature 20 celsius, time 10 minute. Yields the product FC1=CC=C(OC2=NC(=NC(=C2)C)NC2=CC(=C(C=C2)N2C=NC(=C2)C)OC)C=C1 ([4-(4-Fluoro-phenoxy)-6-methyl-pyrimidin-2-yl]-[3-methoxy-4-(4-methyl-imidazol-1-yl)-phenyl]-amine), solid. The yield is 31.0%. Reaction SMILES: C1(P(C2CCCCC2)C2C=CC=CC=2C2C=CC=CC=2)CCCCC1.[CH3:26][O:27][C:28]1[CH:29]=[C:30]([NH2:40])[CH:31]=[CH:32][C:33]=1[N:34]1[CH:38]=[C:37]([CH3:39])[N:36]=[CH:35]1.Cl[C:42]1[N:47]=[C:46]([O:48][C:49]2[CH:54]=[CH:53][C:52]([F:55])=[CH:51][CH:50]=2)[CH:45]=[C:44]([CH3:56])[N:43]=1.ClCCl>O1CCOCC1.C([O-])(=O)C.[Pd+2].C([O-])(=O)C>[F:55][C:52]1[CH:53]=[CH:54][C:49]([O:48][C:46]2[CH:45]=[C:44]([CH3:56])[N:43]=[C:42]([NH:40][C:30]3[CH:31]=[CH:32][C:33]([N:34]4[CH:38]=[C:37]([CH3:39])[N:36]=[CH:35]4)=[C:28]([O:27][CH3:26])[CH:29]=3)[N:47]=2)=[CH:50][CH:51]=1 |f:5.6.7|. Reported procedure: Palladium acetate (7 mg, 0.03 mmol) and 2-(dicyclohexylphosphino)biphenyl (22 mg, 0.06 mmol) were dissolved in 2.5 mL of dioxane and stirred at 20° C. under argon for 10 minutes. Sodium tert-butylate (57 mg, 0.59 mmol) was added, followed by 3-methoxy-4-(4-methyl-imidazol-1-yl)-phenylamine (80 mg, 0.39 mmol) and 2-chloro-4-(4-fluoro-phenoxy)-6-methyl-pyrimidine (115 mg, 0.48 mmol). The resulting mixture was heated in the microwave oven for 20 minutes at 200° C. Dichloromethane was added, insolub...